Dataset: the Open Reaction Database (ORD), a public repository of structured organic reaction records. Task: describe an organic reaction: reactants, conditions, products, and yield The reactants are CC(C)C(=O)Nc1cccc(C2CCNCC2)c1, OCCC(c1ccccc1)c1ccccc1. The product is CC(C)C(=O)Nc1cccc(C2CCN(CCC(c3ccccc3)c3ccccc3)CC2)c1. As a reaction SMILES: [CH3:17][CH:18]([C:19](=[O:20])[NH:21][c:22]1[cH:23][c:24]([CH:28]2[CH2:29][CH2:30][NH:31][CH2:32][CH2:33]2)[cH:25][cH:26][cH:27]1)[CH3:34].[c:1]1([CH:7]([CH2:8][CH2:9][OH:10])[c:11]2[cH:12][cH:13][cH:14][cH:15][cH:16]2)[cH:2][cH:3][cH:4][cH:5][cH:6]1>>[c:1]1([CH:7]([CH2:8][CH2:9][N:31]2[CH2:30][CH2:29][CH:28]([c:24]3[cH:23][c:22]([NH:21][C:19]([CH:18]([CH3:17])[CH3:34])=[O:20])[cH:27][cH:26][cH:25]3)[CH2:33][CH2:32]2)[c:11]2[cH:12][cH:13][cH:14][cH:15][cH:16]2)[cH:2][cH:3][cH:4][cH:5][cH:6]1.